This data is from the Open Reaction Database (ORD), a public repository of structured organic reaction records. The task is: describe an organic reaction: reactants, conditions, products, and yield Starting materials: CCO, COc1ccc([N+](=O)[O-])c(C(=O)O)c1. The product is COc1ccc(N)c(C(=O)O)c1. Reaction SMILES: [CH3:15][CH2:16][OH:17].[CH3:1][O:2][c:3]1[cH:4][cH:5][c:6]([N+:12]([O-:13])=[O:14])[c:7]([C:8](=[O:9])[OH:10])[cH:11]1>>[CH3:1][O:2][c:3]1[cH:4][cH:5][c:6]([NH2:12])[c:7]([C:8](=[O:9])[OH:10])[cH:11]1. The reactants are Br.C(C)(C)(C)C=1C=CC=2CC3C(N(C(S3)=NC)C)(C2C1)O (5-tert-Butyl-3-methyl-2-methylimino-2,3,8,8a-tetrahydroindeno-[1,2-d]thiazol-3a-ol hydrobromide), BrC1C(C2=CC(=CC=C2C1)C(C)(C)C)=O (2-bromo-6-tert-butylindan-1-one), CNC(=S)NC (N,N'-dimethylthiourea). Solvent: CC(=O)C (acetone). Yields the product Br.C(C)(C)(C)C=1C=CC=2CC3C(N(C(S3)=NC)C)(C2C1)O (5-tert-Butyl-3-methyl-2-methylimino-2,3,8,8a-tetrahydroindeno[1,2-d]-thiazol-3a-ol hydrobromide), C(C)(C)(C)C=1C=CC=2CC3C(N(C(S3)=NC)C)(C2C1)O (5-tert-butyl-3-methyl-2-methylimino-2,3,8,8a-tetrahydroindeno[1,2-d]thiazol-3a-ol). Reaction SMILES: Br.[C:2]([C:6]1[CH:7]=[CH:8][C:9]2[CH2:10][CH:11]3[S:15][C:14](=[N:16][CH3:17])[N:13]([CH3:18])[C:12]3([OH:21])[C:19]=2[CH:20]=1)([CH3:5])([CH3:4])[CH3:3].[Br:22]C1CC2C(=CC(C(C)(C)C)=CC=2)C1=O.CNC(NC)=S>CC(C)=O>[BrH:22].[C:2]([C:6]1[CH:7]=[CH:8][C:9]2[CH2:10][CH:11]3[S:15][C:14](=[N:16][CH3:17])[N:13]([CH3:18])[C:12]3([OH:21])[C:19]=2[CH:20]=1)([CH3:5])([CH3:3])[CH3:4].[C:2]([C:6]1[CH:7]=[CH:8][C:9]2[CH2:10][CH:11]3[S:15][C:14](=[N:16][CH3:17])[N:13]([CH3:18])[C:12]3([OH:21])[C:19]=2[CH:20]=1)([CH3:5])([CH3:3])[CH3:4] |f:0.1,5.6|. Reported procedure: 5-tert-Butyl-3-methyl-2-methylimino-2,3,8,8a-tetrahydroindeno-[1,2-d]thiazol-3a-ol hydrobromide: The reaction of 267 mg of 2-bromo-6-tert-butylindan-1-one with 156 mg of N,N'-dimethylthiourea in 10 ml of acetone yields the hydrobromide of 5-tert-butyl-3-methyl-2-methylimino-2,3,8,8a-tetrahydroindeno[1,2-d]thiazol-3a-ol of melting point 277-279° C. The reactants are CC(=O)[O-], CC(=O)[O-], CC(=O)[O-], CC(=O)[O-], CCCCCCCCCCCCCCCCCCOc1ccc2ccccc2c1, CC(=O)O, CC(=O)OC(C)=O, CCCC(C)C, O, [Pb+4], Cc1ccccc1. The product is CC(=O)O, CCCCCCCCCCCCCCCCCCOc1ccc2ccccc2c1O. As a reaction SMILES: [C:30]([CH3:31])(=[O:32])[O-:33].[C:34]([O-:35])(=[O:36])[CH3:37].[C:38]([O-:39])(=[O:40])[CH3:41].[C:42]([O-:43])(=[O:44])[CH3:45].[CH2:1]([CH2:2][CH2:3][CH2:4][CH2:5][CH2:6][CH2:7][CH2:8][CH2:9][CH2:10][CH2:11][CH2:12][CH2:13][CH2:14][CH2:15][CH2:16][CH2:17][CH3:18])[O:19][c:20]1[cH:21][c:22]2[cH:23][cH:24][cH:25][cH:26][c:27]2[cH:28][cH:29]1.[CH3:47][C:48](=[O:49])[OH:50].[CH3:51][C:52]([O:53][C:54](=[O:55])[CH3:56])=[O:57].[CH3:58][CH2:59][CH2:60][CH:61]([CH3:62])[CH3:63].[OH2:71].[Pb+4:46].[c:64]1([CH3:65])[cH:66][cH:67][cH:68][cH:69][cH:70]1>>[C:30]([CH3:31])(=[O:32])[OH:33].[CH2:1]([CH2:2][CH2:3][CH2:4][CH2:5][CH2:6][CH2:7][CH2:8][CH2:9][CH2:10][CH2:11][CH2:12][CH2:13][CH2:14][CH2:15][CH2:16][CH2:17][CH3:18])[O:19][c:20]1[c:21]([OH:36])[c:22]2[cH:23][cH:24][cH:25][cH:26][c:27]2[cH:28][cH:29]1. Reactants: CCO, CCOC(=O)c1conc1C, Cl, [Na+], [OH-], O. The product is Cc1nocc1C(=O)O. Reaction SMILES: [CH3:14][CH2:15][OH:16].[CH3:1][c:2]1[n:3][o:4][cH:5][c:6]1[C:7](=[O:8])[O:9][CH2:10][CH3:11].[ClH:13].[Na+:18].[OH-:17].[OH2:12]>>[CH3:1][c:2]1[n:3][o:4][cH:5][c:6]1[C:7](=[O:8])[OH:9]. Starting materials: C(C)(=O)O[C@@H]1CC2=C[C@@H]([C@H]3[C@@H]4[C@H]5[C@@H](C6([C@@]4(C)CC[C@@H]3[C@]2(CC1)C)OCCO6)C5)O (3β-acetoxy-17,17-ethylenedioxy-15β,16β-methylene-5-androsten-7β-ol), vanadium(IV) oxide acetylacetonate, C(C)(C)(C)OO (tert.-butyl hydroperoxide). The solvent is C1(=CC=CC=C1)C (toluene), C1(=CC=CC=C1)C (toluene), C(C)OCC (diethyl ether). Run at temperature 80 celsius. The product is C(C)(=O)O[C@@H]1C[C@@]23[C@@H]([C@@H]([C@H]4[C@@H]5[C@H]6[C@@H](C7([C@@]5(C)CC[C@@H]4[C@]2(CC1)C)OCCO7)C6)O)O3 (3β-acetoxy-5,6β-epoxy-17,17-ethylenedioxy-15β,16β-methylene-5β-androstan-7β-ol). As a reaction SMILES: [C:1]([O:4][C@H:5]1[CH2:22][CH2:21][C@@:20]2([CH3:23])[C:7](=[CH:8][C@H:9]([OH:29])[C@@H:10]3[C@@H:19]2[CH2:18][CH2:17][C@@:15]2([CH3:16])[C@H:11]3[C@@H:12]3[CH2:28][C@@H:13]3[C:14]32[O:27][CH2:26][CH2:25][O:24]3)[CH2:6]1)(=[O:3])[CH3:2].C([O:34]O)(C)(C)C>C1(C)C=CC=CC=1.C(OCC)C>[C:1]([O:4][C@H:5]1[CH2:22][CH2:21][C@@:20]2([CH3:23])[C@@:7]3([O:34][C@@H:8]3[C@H:9]([OH:29])[C@@H:10]3[C@@H:19]2[CH2:18][CH2:17][C@@:15]2([CH3:16])[C@H:11]3[C@@H:12]3[CH2:28][C@@H:13]3[C:14]32[O:27][CH2:26][CH2:25][O:24]3)[CH2:6]1)(=[O:3])[CH3:2]. Procedure details: A solution of 23.3 g of 3β-acetoxy-17,17-ethylenedioxy-15β,16β-methylene-5-androsten-7β-ol in 350 ml of toluene was combined dropwise, after adding vanadium(IV) oxide acetylacetonate, within 35 minutes with 23.3 ml of 80% tert.-butyl hydroperoxide, dissolved in 115 ml of toluene. The reaction solution was maintained at 80° C. for another 30 minutes, then cooled, diluted with diethyl ether, washed with sodium bisulfite solution, sodium bicarbonate solution, and water, and dried and evaporated, th... Reactants: ClC1=C(C(=NC(=N1)N)N)N=NC1=CC=C(C=C1)Cl (6-chloro-5-[(4-chlorophenyl)azo]-2,4-pyrimidinediamine). The reagents and catalysts are [Zn] (Zinc). Run in C(C)O (ethanol), O (water), C(C)(=O)O (acetic acid). Conditions: time 3 day. Yields the product ClC1=C(C(=NC(=N1)N)N)N (6-Chloro-2,4,5-pyrimidinetriamine). Yield: 75.7%. As a reaction SMILES: [Cl:1][C:2]1[N:7]=[C:6]([NH2:8])[N:5]=[C:4]([NH2:9])[C:3]=1[N:10]=NC1C=CC(Cl)=CC=1>C(O)C.O.C(O)(=O)C.[Zn]>[Cl:1][C:2]1[N:7]=[C:6]([NH2:8])[N:5]=[C:4]([NH2:9])[C:3]=1[NH2:10]. Procedure details: A suspension of 6-chloro-5-[(4-chlorophenyl)azo]-2,4-pyrimidinediamine (24.55 g, 0.0906 mol) in ethanol (640 ml), water (640 ml) and acetic acid (64 ml) was heated to 70° under nitrogen. Zinc dust (75 g) was added slowly over 1 hour, and then the reaction was stirred an additional hour at 70°. Then the reaction was cooled to room temperature and filtered under nitrogen. The filtrate was cooled to 0° and the pH was raised to 10 with 10% sodium hydroxide (400 ml). The precipitated zinc hydroxide w... The reactants are C1(=CC=CC=C1)[C@@H]1[C@H](CN(CC1)C(C(F)(F)F)=O)CO (rel-[(3R,4S)-4-phenyl-1-(trifluoroacetyl)piperidin-3-yl]methanol), CS(=O)C (DMSO), C(C(=O)Cl)(=O)Cl (oxalyl chloride), [Cl-].[NH4+] (ammonium chloride). Run in ClCCl (dichloromethane), C(C)N(CC)CC (triethylamine), ClCCl (dichloromethane). Reaction conditions: time 20 minute. The product is C1(=CC=CC=C1)[C@@H]1[C@H](CN(CC1)C(C(F)(F)F)=O)C=O (rel-(3R,4S)-4-phenyl-1-(trifluoroacetyl)piperidine-3-carbaldehyde). The yield is 110.2%. As a reaction SMILES: CS(C)=O.C(Cl)(=O)C(Cl)=O.[C:11]1([C@H:17]2[CH2:22][CH2:21][N:20]([C:23](=[O:28])[C:24]([F:27])([F:26])[F:25])[CH2:19][C@@H:18]2[CH2:29][OH:30])[CH:16]=[CH:15][CH:14]=[CH:13][CH:12]=1.[Cl-].[NH4+]>ClCCl.C(N(CC)CC)C>[C:11]1([C@H:17]2[CH2:22][CH2:21][N:20]([C:23](=[O:28])[C:24]([F:26])([F:27])[F:25])[CH2:19][C@@H:18]2[CH:29]=[O:30])[CH:16]=[CH:15][CH:14]=[CH:13][CH:12]=1 |f:3.4|. Procedure details: A solution of 1.37 mL of DMSO in 20 mL of dichloromethane was cooled to −78° C., and added dropwise 0.845 mL of oxalyl chloride (internal temperature −60° C. or lower). After stirring at the same temperature for 20 minutes, a solution of 1.46 g of rel-[(3R,4S)-4-phenyl-1-(trifluoroacetyl)piperidin-3-yl]methanol in 20 mL of dichloromethane was added dropwise thereto, followed by stirring for additional 20 minutes. 4.40 mL of triethylamine was added dropwise thereto, and the reaction temperature w...